describe an organic reaction: reactants, conditions, products, and yield From a dataset of the Open Reaction Database (ORD), a public repository of structured organic reaction records. Product: C(C1=CC=CC=C1)(=O)C(=C)COC (2-Benzoyl-3-Methoxy-1-Propene). The reactants are C1(=CC=C(C=C1)S(=O)(=O)O)C (p-TSA), C(C1=CC=CC=C1)(=O)C(COC)COC (2-benzoyl-1,3-dimethoxy propane), C1(=CC=C(C=C1)S(=O)(=O)O)C (p-toluene sulfonic acid), C1(=CC=C(C=C1)S(=O)(=O)O)C (p-TSA), C(=O)([O-])[O-].[Na+].[Na+] (Na2CO3). Run in CCOCC (Et2O), O (H2O). Conditions: time 5 hour. The yield is 73.0%. Reported procedure: An 84 g sample of 91% pure 2-benzoyl-1,3-dimethoxy propane 1 was heated with 4.2 g (5 wt %) of p-toluene sulfonic acid (p-TSA) to 80° with stirring. After 5 hr. a second 4.2 g sample of p-TSA was added. A third p-TSA addition of 2 g was made after another 5 hr. This mixture was left stirring for 6.5 hrs longer and then cooled. The reaction mixture was diluted with ml of Et2O and 100 ml H2O added. This mixture was then neutralized to pH=6-7 with dilute Na2CO3 and the organic layer dried over MgSO... As a reaction SMILES: [C:1]([CH:9]([CH2:13]OC)[CH2:10][O:11][CH3:12])(=[O:8])[C:2]1[CH:7]=[CH:6][CH:5]=[CH:4][CH:3]=1.C1(C)C=CC(S(O)(=O)=O)=CC=1.C([O-])([O-])=O.[Na+].[Na+]>CCOCC.O>[C:1]([C:9]([CH2:10][O:11][CH3:12])=[CH2:13])(=[O:8])[C:2]1[CH:7]=[CH:6][CH:5]=[CH:4][CH:3]=1 |f:2.3.4|. The reactants are C1(=CC=CC2=CC=CC=C12)C(=O)C1=CC2=C(N(C(S2)=O)CCOC2=CC=C(CC(C(=O)OC)C(=O)OC)C=C2)C=C1 (Dimethyl 2-{4-[2-(6-(1-naphthoyl)-2-oxo-1,3-benzothiazol-3(2H)-yl)ethoxy]benzyl}malonate). The solvent is C1(=CC=CC=C1)C (toluene). Yields the product C1(=CC=CC2=CC=CC=C12)CC1=CC2=C(N(C(S2)=O)CCOC2=CC=C(CC(C(=O)OC)C(=O)OC)C=C2)C=C1 (Dimethyl 2-{4-[2-(6-(1-naphthylmethyl)-2-oxo-1,3-benzothiazol-3(2H)-yl)ethoxy]benzyl}malonate). As a reaction SMILES: [C:1]1([C:11]([C:13]2[CH:41]=[CH:40][C:16]3[N:17]([CH2:21][CH2:22][O:23][C:24]4[CH:39]=[CH:38][C:27]([CH2:28][CH:29]([C:34]([O:36][CH3:37])=[O:35])[C:30]([O:32][CH3:33])=[O:31])=[CH:26][CH:25]=4)[C:18](=[O:20])[S:19][C:15]=3[CH:14]=2)=O)[C:10]2[C:5](=[CH:6][CH:7]=[CH:8][CH:9]=2)[CH:4]=[CH:3][CH:2]=1>C1(C)C=CC=CC=1>[C:1]1([CH2:11][C:13]2[CH:41]=[CH:40][C:16]3[N:17]([CH2:21][CH2:22][O:23][C:24]4[CH:39]=[CH:38][C:27]([CH2:28][CH:29]([C:34]([O:36][CH3:37])=[O:35])[C:30]([O:32][CH3:33])=[O:31])=[CH:26][CH:25]=4)[C:18](=[O:20])[S:19][C:15]=3[CH:14]=2)[C:10]2[C:5](=[CH:6][CH:7]=[CH:8][CH:9]=2)[CH:4]=[CH:3][CH:2]=1. Procedure: The procedure is as in Example 48, starting from the compound obtained in Example 49. The recrystallisation solvent is toluene. Starting materials: C1(C=CC=C1)[Ti](C1=C(C(=CC=C1F)O)F)(C1=C(C(=CC=C1F)O)F)C1C=CC=C1 (bis(cyclopentadienyl)bis(2,6-difluoro-3-hydroxyphenyl)titanium), C1(=CC=C(C=C1)S(=O)(=O)Cl)C (toluene-4-sulfonyl chloride), [OH-].[Na+] (sodiumhydroxide), ice water, CCOCC (ether). The solvent is C1(=CC=CC=C1)C (toluene). Reaction conditions: temperature 40 celsius, time 3 hour. Product: C1(C=CC=C1)[Ti](C1=C(C(=CC=C1F)OS(=O)(=O)C1=CC=C(C=C1)C)F)(C1=C(C(=CC=C1F)OS(=O)(=O)C1=CC=C(C=C1)C)F)C1C=CC=C1 (Bis(cyclopentadienyl)bis[2,6-difluoro-3-(4-tolylsulfonyloxy)phenyl]titanium). Reaction SMILES: [CH:1]1([Ti:6]([CH:25]2[CH:29]=[CH:28][CH:27]=[CH:26]2)([C:16]2[C:21]([F:22])=[CH:20][CH:19]=[C:18]([OH:23])[C:17]=2[F:24])[C:7]2[C:12]([F:13])=[CH:11][CH:10]=[C:9]([OH:14])[C:8]=2[F:15])[CH:5]=[CH:4][CH:3]=[CH:2]1.[C:30]1([CH3:40])[CH:35]=[CH:34][C:33]([S:36](Cl)(=[O:38])=[O:37])=[CH:32][CH:31]=1.[OH-:41].[Na+].CCO[CH2:46][CH3:47]>C1(C)C=CC=CC=1>[CH:25]1([Ti:6]([CH:1]2[CH:5]=[CH:4][CH:3]=[CH:2]2)([C:7]2[C:12]([F:13])=[CH:11][CH:10]=[C:9]([O:14][S:36]([C:33]3[CH:34]=[CH:35][C:46]([CH3:47])=[CH:31][CH:32]=3)(=[O:37])=[O:41])[C:8]=2[F:15])[C:16]2[C:21]([F:22])=[CH:20][CH:19]=[C:18]([O:23][S:36]([C:33]3[CH:34]=[CH:35][C:30]([CH3:40])=[CH:31][CH:32]=3)(=[O:38])=[O:37])[C:17]=2[F:24])[CH:29]=[CH:28][CH:27]=[CH:26]1 |f:2.3|. Procedure: 4.4 g (0.010 mol) of bis(cyclopentadienyl)bis(2,6-difluoro-3-hydroxyphenyl)titanium are suspended in 100 ml of toluene in a sulfation flask under nitrogen as protective gas. 5.7 g (0.030 mol) of toluene-4-sulfonyl chloride are then added. 30 ml of 1N sodiumhydroxide solution (0.030 mol) are then added dropwise. The reaction is slightly exothermic, and the temperature of the reaction mixture gradually increases to 40° C. The mixture is stirred for a further 3 hours while the temperature drops (th... Starting materials: C1OC=2C=C(C=CC2O1)O (3,4-Methylenedioxyphenol), N1CCCCC1 (piperidine), C(C=C)OC1=C(C=C(C=O)C=C1OC)Br (4-allyloxy-3-bromo-5-methoxy-benzaldehyde), C(#N)CC(=O)OCC (ethyl cyanoacetate). Solvent: C(C)O (ethanol), O (water). Reaction conditions: temperature 80 celsius. Yields the product C(C)OC(=O)C1=C(OC=2C=C3C(=CC2C1C1=CC(=C(C(=C1)OC)OCC=C)Br)OCO3)N (8-(4-Allyloxy-3-bromo-5-methoxy-phenyl)-6-amino-8H-[1,3]dioxolo[4,5-g]chromene-7-carboxylic acid ethyl ester). As a reaction SMILES: [CH2:1]1[O:9][C:8]2[CH:7]=[CH:6][C:5]([OH:10])=[CH:4][C:3]=2[O:2]1.[CH2:11]([O:14][C:15]1[C:22]([O:23][CH3:24])=[CH:21][C:18]([CH:19]=O)=[CH:17][C:16]=1[Br:25])[CH:12]=[CH2:13].[C:26]([CH2:28][C:29]([O:31][CH2:32][CH3:33])=[O:30])#[N:27].N1CCCCC1>C(O)C.O>[CH2:32]([O:31][C:29]([C:28]1[CH:19]([C:18]2[CH:21]=[C:22]([O:23][CH3:24])[C:15]([O:14][CH2:11][CH:12]=[CH2:13])=[C:16]([Br:25])[CH:17]=2)[C:6]2[CH:7]=[C:8]3[O:9][CH2:1][O:2][C:3]3=[CH:4][C:5]=2[O:10][C:26]=1[NH2:27])=[O:30])[CH3:33]. Procedure: 3,4-Methylenedioxyphenol (166 mg, 1.2 mmol), 4-allyloxy-3-bromo-5-methoxy-benzaldehyde (271 g, 1 mmol) and ethyl cyanoacetate (113 mg, 1 mmol) were taken in 7 ml ethanol at room temperature, charged with piperidine (50 μL) and then stirred at 80° C. under LC-MS control till the reaction was complete. The reaction mixture was cooled down to room temperature, diluted with 10 ml water, stirred for 2 h at room temperature, solids were collected by filtration, washed with 1:1 mixture of ethanol/water... The reactants are ClC1=C(C(=O)O)C(=CC(=C1)C(F)(F)F)Cl (2,6-dichloro-4-trifluoromethylbenzoic acid), S(=O)(Cl)Cl (thionyl chloride). Solvent: CN(C=O)C (N,N-dimethylformamide). Product: ClC1=C(C(=O)Cl)C(=CC(=C1)C(F)(F)F)Cl (2,6-dichloro-4-trifluoromethylbenzoyl chloride), liquid. The yield is 99.3%. RXN SMILES: [Cl:1][C:2]1[CH:10]=[C:9]([C:11]([F:14])([F:13])[F:12])[CH:8]=[C:7]([Cl:15])[C:3]=1[C:4](O)=[O:5].S(Cl)([Cl:18])=O>CN(C)C=O>[Cl:1][C:2]1[CH:10]=[C:9]([C:11]([F:14])([F:13])[F:12])[CH:8]=[C:7]([Cl:15])[C:3]=1[C:4]([Cl:18])=[O:5]. Procedure details: A mixture of 20.4 g of 2,6-dichloro-4-trifluoromethylbenzoic acid (11), 18.8 g of thionyl chloride and a small amount of anhydrous N,N-dimethylformamide was stirred at 90° C. overnight. The thionyl chloride was distilled off, and the resulting residue was distilled under reduced pressure to obtain 21.7 g of the desired compound in the form of a colorless liquid (quantitative yield). Starting materials: OC1(CCCC2=CC=CC=C12)C (1-hydroxy-1-methyl-1,2,3,4-tetrahydronaphthalene), O.C1(=CC=C(C=C1)S(=O)(=O)O)C (p-toluenesulphonic acid monohydrate), O (water). Run in C1(=CC=CC=C1)C (toluene). Yields the product CC1=CCCC2=CC=CC=C12 (1-Methyl-3,4-dihydronaphthalene). Yield: 139.6%. RXN SMILES: O[C:2]1([CH3:12])[C:11]2[C:6](=[CH:7][CH:8]=[CH:9][CH:10]=2)[CH2:5][CH2:4][CH2:3]1.O.C1(C)C=CC(S(O)(=O)=O)=CC=1.O>C1(C)C=CC=CC=1>[CH3:12][C:2]1[C:11]2[C:6](=[CH:7][CH:8]=[CH:9][CH:10]=2)[CH2:5][CH2:4][CH:3]=1 |f:1.2|. Procedure details: A solution of 101.9 g (0.628 mol) of 1-hydroxy-1-methyl-1,2,3,4-tetrahydronaphthalene and 1.3 g of p-toluenesulphonic acid monohydrate in 1.3 liters of toluene was heated to reflux for 3 h with water being collected by means of a Dean Stark trap. The reaction mixture was cooled, washed with water (3×400 ml), then with saturated sodium chloride solution (400 ml), dried (K2CO3) and evaporated in vacuo to leave 126.4 g of brown liquid. This was vacuum distilled to yield 78.6 g (87%) of the title pr... Reactants: N (ammonia), ClC1=C(C(=CC(=C1)C(F)(F)F)Cl)N1N=CC(=N1)C(=O)O (2-(2,6-Dichloro-4-trifluoromethylphenyl)-2H-1,2,3-triazole-4-carboxylic acid), S(=O)(Cl)Cl (thionyl chloride). Run in O1CCCC1 (tetrahydrofuran). Conditions: time 1 hour. Yields the product ClC1=C(C(=CC(=C1)C(F)(F)F)Cl)N1N=CC(=N1)C(=O)N (2-(2,6-dichloro-4-trifluoromethylphenyl)-2H-1,2,3-triazole-4-carboxamide), Compound 14. Reaction SMILES: [Cl:1][C:2]1[CH:7]=[C:6]([C:8]([F:11])([F:10])[F:9])[CH:5]=[C:4]([Cl:12])[C:3]=1[N:13]1[N:17]=[C:16]([C:18](O)=[O:19])[CH:15]=[N:14]1.S(Cl)(Cl)=O.[NH3:25]>O1CCCC1>[Cl:12][C:4]1[CH:5]=[C:6]([C:8]([F:11])([F:9])[F:10])[CH:7]=[C:2]([Cl:1])[C:3]=1[N:13]1[N:17]=[C:16]([C:18]([NH2:25])=[O:19])[CH:15]=[N:14]1. Procedure details: 2-(2,6-Dichloro-4-trifluoromethylphenyl)-2H-1,2,3-triazole-4-carboxylic acid (8.18 g) was treated with thionyl chloride (150 ml) to give crude acid chloride. A solution of this in tetrahydrofuran was added to ammonia with ice cooling. The mixture was stirred at room temperature for one hour, solvent was removed and the product extracted with ethyl acetate and worked up in conventional manner to give 2-(2,6-dichloro-4-trifluoromethylphenyl)-2H-1,2,3-triazole-4-carboxamide, m.p. 239° (Compound 14 ...